This data is from the Open Reaction Database (ORD), a public repository of structured organic reaction records. The task is: describe an organic reaction: reactants, conditions, products, and yield As a reaction SMILES: [CH3:1][N:2]1[c:3]2[c:4]([n:14][cH:15][cH:16][cH:17]2)[NH:5][c:6]2[c:7]([cH:10][cH:11][cH:12][cH:13]2)[C:8]1=[O:9].[CH3:20][N:21]([CH2:22][CH2:23][Cl:24])[CH3:25].[H-:18].[Na+:19].[OH2:26].[c:27]1([CH3:28])[c:29]([CH3:30])[cH:31][cH:32][cH:33][cH:34]1>>[CH3:1][N:2]1[c:3]2[c:4]([n:14][cH:15][cH:16][cH:17]2)[N:5]([CH2:23][CH2:22][N:21]([CH3:20])[CH3:25])[c:6]2[c:7]([cH:10][cH:11][cH:12][cH:13]2)[C:8]1=[O:9]. Reactants: CN1C(=O)c2ccccc2Nc2ncccc21, CN(C)CCCl, [H-], [Na+], O, Cc1ccccc1C. Yields the product CN(C)CCN1c2ccccc2C(=O)N(C)c2cccnc21. Reactants: FC=1C=C(C(=O)NC2=CC=C(C3=CC=CC=C23)OC2=NC(=NC=C2)S(=O)(=O)C)C=C(C1)N1CCOCC1 (3-fluoro-N-(4-{[2-(methylsulfonyl)pyrimidin-4-yl]oxy}-1-naphthyl)-5-morpholin-4-ylbenzamide), CN1CCC(CC1)N (1-methyl-piperidin-4-ylamine). The product is FC=1C=C(C(=O)NC2=CC=C(C3=CC=CC=C23)OC2=NC(=NC=C2)NC2CCN(CC2)C)C=C(C1)N1CCOCC1 (3-Fluoro-N-[4-({2-[(1-methylpiperidin-4-yl)amino]pyrimidin-4-yl}oxy)-1-naphthyl]-5-morpholin-4-ylbenzamide). RXN SMILES: [F:1][C:2]1[CH:3]=[C:4]([CH:29]=[C:30]([N:32]2[CH2:37][CH2:36][O:35][CH2:34][CH2:33]2)[CH:31]=1)[C:5]([NH:7][C:8]1[C:17]2[C:12](=[CH:13][CH:14]=[CH:15][CH:16]=2)[C:11]([O:18][C:19]2[CH:24]=[CH:23][N:22]=[C:21](S(C)(=O)=O)[N:20]=2)=[CH:10][CH:9]=1)=[O:6].[CH3:38][N:39]1[CH2:44][CH2:43][CH:42]([NH2:45])[CH2:41][CH2:40]1>>[F:1][C:2]1[CH:3]=[C:4]([CH:29]=[C:30]([N:32]2[CH2:37][CH2:36][O:35][CH2:34][CH2:33]2)[CH:31]=1)[C:5]([NH:7][C:8]1[C:17]2[C:12](=[CH:13][CH:14]=[CH:15][CH:16]=2)[C:11]([O:18][C:19]2[CH:24]=[CH:23][N:22]=[C:21]([NH:45][CH:42]3[CH2:43][CH2:44][N:39]([CH3:38])[CH2:40][CH2:41]3)[N:20]=2)=[CH:10][CH:9]=1)=[O:6]. Procedure: Compound is prepared from 3-fluoro-N-(4-{[2-(methylsulfonyl)pyrimidin-4-yl]oxy}-1-naphthyl)-5-morpholin-4-ylbenzamide and 1-methyl-piperidin-4-ylamine according to conditions described in general procedure C. Mp: 128-129° C.; 1H NMR (400 MHz, DMSO-d6) δ 1.41-1.84 (m, 4 H), 2.09 (s, 3 H), 2.66 (bs, 2 H), 3.26-3.80 (m, 3 H), 3.27 (t, J=4.7 Hz, 4 H), 3.76 (t, J=4.7 Hz, 4H), 6.32 (s, 1 H), 7.05 (d, J=12.4 Hz, 2 H), 7.27 (d, J=8.4 Hz, 1 H), 7.40 (d, J=8.0 Hz, 1 H), 7.47 (s, 1 H), 7.55-7.60 (m, 3 H), ... The reactants are C=CC1=CC=CC=C1 (styrene), C[N+]1(CCOCC1)[O-] (N-methylmorpholine-N-oxide), metal oxide, solvent, metal oxide, O.CC(=O)C.C(C)#N (water acetone acetonitrile). The product is C1(=CC=CC=C1)C(CO)O (1-phenyl-1,2-ethanediol). Isolated yield 86.2%. Reaction SMILES: C=C[C:3]1[CH:8]=[CH:7][CH:6]=[CH:5][CH:4]=1.C[N+]1([O-])[CH2:15][CH2:14][O:13]CC1.O.CC(C)=[O:20].C(#N)C>>[C:3]1([CH:14]([OH:13])[CH2:15][OH:20])[CH:8]=[CH:7][CH:6]=[CH:5][CH:4]=1 |f:2.3.4|. Procedure: To 9 mL of a solvent consisting of water-acetone-acetonitrile (1:1:1) were added 1 g of styrene, 1.5 g of N-methylmorpholine-N-oxide and 1.24 g of the metal oxide carried on the cross-linked polymer compound which was obtained in Example 2, followed by allowing a reaction to take place at room temperature for 5 hours with stirring. After the reaction, the metal oxide carried on the cross-linked polymer compound was recovered by filtration from the reaction solution, and the reaction solution was... Reactants: C(C)(C)(C)OC(N[C@H](CC1=CC=CC=C1)[C@H]1OC1)=O ([(1R)-1-{(2R)-oxiran-2-yl}-2-phenyl-ethyl]carbamic acid tert-butylester), FC1=CC=C(C=C1)[C@H]1NCCC1 ((2S)-2-(4-fluorophenyl)-pyrrolidine). Product: C(C)(C)(C)OC(N[C@@H]([C@H](CN1[C@@H](CCC1)C1=CC=C(C=C1)F)O)CC1=CC=CC=C1)=O ([(1R,2S)-1-Benzyl-3-[(2S)-2-(4-fluoro-phenyl)-pyrrolidin-1-yl]-2-hydroxy-propyl)-carbamic acid tert-butyl ester). Reaction SMILES: [C:1]([O:5][C:6](=[O:19])[NH:7][C@@H:8]([C@@H:16]1[CH2:18][O:17]1)[CH2:9][C:10]1[CH:15]=[CH:14][CH:13]=[CH:12][CH:11]=1)([CH3:4])([CH3:3])[CH3:2].[F:20][C:21]1[CH:26]=[CH:25][C:24]([C@@H:27]2[CH2:31][CH2:30][CH2:29][NH:28]2)=[CH:23][CH:22]=1>>[C:1]([O:5][C:6](=[O:19])[NH:7][C@H:8]([CH2:9][C:10]1[CH:15]=[CH:14][CH:13]=[CH:12][CH:11]=1)[C@@H:16]([OH:17])[CH2:18][N:28]1[CH2:29][CH2:30][CH2:31][C@H:27]1[C:24]1[CH:25]=[CH:26][C:21]([F:20])=[CH:22][CH:23]=1)([CH3:4])([CH3:3])[CH3:2]. Reported procedure: Using general procedure 1 and purification method D with [(1R)-1-{(2R)-oxiran-2-yl}-2-phenyl-ethyl]carbamic acid tert-butylester (0.10 g, 0.38 mmol) and (2S)-2-(4-fluorophenyl)-pyrrolidine (0.10 g, 0.60 mmol) gives the title compound. Starting materials: CCN(Cc1cc(C(=O)OCc2ccccc2)ccc1-c1cncc(CC(=O)O)c1)C(=O)OCc1ccccc1, CO, [Li+], [OH-]. Product: CCN(Cc1cc(C(=O)O)ccc1-c1cncc(CC(=O)O)c1)C(=O)OCc1ccccc1. As a reaction SMILES: [CH2:1]([c:2]1[cH:3][cH:4][cH:5][cH:6][cH:7]1)[O:8][C:9]([c:10]1[cH:11][c:12]([CH2:26][N:27]([CH2:28][CH3:29])[C:30](=[O:31])[O:32][CH2:33][c:34]2[cH:35][cH:36][cH:37][cH:38][cH:39]2)[c:13](-[c:16]2[cH:17][n:18][cH:19][c:20]([CH2:22][C:23](=[O:24])[OH:25])[cH:21]2)[cH:14][cH:15]1)=[O:40].[CH3:43][OH:44].[Li+:42].[OH-:41]>>[O:8]=[C:9]([c:10]1[cH:11][c:12]([CH2:26][N:27]([CH2:28][CH3:29])[C:30](=[O:31])[O:32][CH2:33][c:34]2[cH:35][cH:36][cH:37][cH:38][cH:39]2)[c:13](-[c:16]2[cH:17][n:18][cH:19][c:20]([CH2:22][C:23](=[O:24])[OH:25])[cH:21]2)[cH:14][cH:15]1)[OH:40]. Starting materials: COC(=O)c1ccc(CN(C)c2ccc(OCc3c(C4CC4)cnn3-c3ccccc3OC(F)(F)F)cc2C)cc1OC(C)C, COc1cc(CN(C)c2ccc(OCc3c(C4CC4)cnn3-c3ccccc3OC(F)(F)F)cc2C)ccc1C(=O)O. Yields the product Cc1cc(OCc2c(C3CC3)cnn2-c2ccccc2OC(F)(F)F)ccc1N(C)Cc1ccc(C(=O)O)c(OC(C)C)c1. Reaction SMILES: [CH3:43][O:44][C:45]([c:46]1[c:47]([O:83][CH:84]([CH3:85])[CH3:86])[cH:48][c:49]([CH2:52][N:53]([CH3:54])[c:55]2[c:56]([CH3:82])[cH:57][c:58]([O:61][CH2:62][c:63]3[n:64](-[c:71]4[c:72]([O:77][C:78]([F:79])([F:80])[F:81])[cH:73][cH:74][cH:75][cH:76]4)[n:65][cH:66][c:67]3[CH:68]3[CH2:69][CH2:70]3)[cH:59][cH:60]2)[cH:50][cH:51]1)=[O:87].[CH:1]1([c:2]2[cH:3][n:4][n:5](-[c:6]3[cH:7][cH:8][cH:9][cH:10][c:11]3[O:12][C:13]([F:14])([F:15])[F:16])[c:17]2[CH2:18][O:19][c:20]2[cH:21][cH:22][c:23]([N:24]([CH2:25][c:26]3[cH:27][cH:28][c:29]([C:30]([OH:31])=[O:32])[c:33]([O:34][CH3:35])[cH:36]3)[CH3:37])[c:38]([CH3:39])[cH:40]2)[CH2:41][CH2:42]1>>[O:44]=[C:45]([c:46]1[c:47]([O:83][CH:84]([CH3:85])[CH3:86])[cH:48][c:49]([CH2:52][N:53]([CH3:54])[c:55]2[c:56]([CH3:82])[cH:57][c:58]([O:61][CH2:62][c:63]3[n:64](-[c:71]4[c:72]([O:77][C:78]([F:79])([F:80])[F:81])[cH:73][cH:74][cH:75][cH:76]4)[n:65][cH:66][c:67]3[CH:68]3[CH2:69][CH2:70]3)[cH:59][cH:60]2)[cH:50][cH:51]1)[OH:87]. Reactants: N1(CCOCC1)CC1=CC=C2C(=NC=NN21)N (7-(morpholin-4-ylmethyl)pyrrolo[2,1-f][1,2,4]triazin-4-amine), BrN1C(N(C(C1(C)C)=O)Br)=O (1,3-dibromo-5,5-dimethylimidazolidine-2,4-dione). The solvent is C1CCOC1 (THF). Run at time 3 hour. Product: BrC=1C=C(N2N=CN=C(C21)N)CN2CCOCC2 (5-bromo-7-(morpholin-4-ylmethyl)pyrrolo[2,1-f][1,2,4]triazin-4-amine). The yield is 160.2%. As a reaction SMILES: [N:1]1([CH2:7][C:8]2[N:16]3[C:11]([C:12]([NH2:17])=[N:13][CH:14]=[N:15]3)=[CH:10][CH:9]=2)[CH2:6][CH2:5][O:4][CH2:3][CH2:2]1.[Br:18]N1C(C)(C)C(=O)N(Br)C1=O>C1COCC1>[Br:18][C:10]1[CH:9]=[C:8]([CH2:7][N:1]2[CH2:6][CH2:5][O:4][CH2:3][CH2:2]2)[N:16]2[C:11]=1[C:12]([NH2:17])=[N:13][CH:14]=[N:15]2. Procedure details: To a solution of 7-(morpholin-4-ylmethyl)pyrrolo[2,1-f][1,2,4]triazin-4-amine (562 mg, 2.40 mmol) in THF (19 ml) at −20 C was added 1,3-dibromo-5,5-dimethylimidazolidine-2,4-dione (344 mg, 1.2 mmol) in three portions. The reaction was stirred at −20 C for 3 h. Upon the completion, the reaction was quenched with aqueous saturated Na2SO3 and allowed to warm up to rt. The crude was extracted with ethyl acetate. The organic was washed with brine, dried over Na2SO4 and concentrated. The resulting cru... Starting materials: C(CCC)[Li] (n-butyllithium), FC=1C=C(C=O)C=CC1 (3-fluorobenzaldehyde), C(C)(C)NC(C)C (diisopropylamine), [Cl-].[NH4+] (ammonium chloride), FC=1C=NC=CC1 (3-fluoropyridine). The solvent is CCCCCC (hexane), O1CCCC1 (tetrahydrofuran), C(C)(=O)OCC (ethyl acetate). Conditions: temperature 0 celsius, time 15 minute. Product: FC=1C=C(C=CC1)C(O)C1=C(C=NC=C1)F ((3-Fluorophenyl)-(3-fluoropyridin-4-yl)-methanol). As a reaction SMILES: C(NC(C)C)(C)C.C([Li])CCC.[F:13][C:14]1[CH:15]=[N:16][CH:17]=[CH:18][CH:19]=1.[F:20][C:21]1[CH:22]=[C:23]([CH:26]=[CH:27][CH:28]=1)[CH:24]=[O:25].[Cl-].[NH4+]>O1CCCC1.CCCCCC.C(OCC)(=O)C>[F:20][C:21]1[CH:22]=[C:23]([CH:24]([C:19]2[CH:18]=[CH:17][N:16]=[CH:15][C:14]=2[F:13])[OH:25])[CH:26]=[CH:27][CH:28]=1 |f:4.5|. Procedure: Under nitrogen atmosphere, a solution of 6.1 mL of diisopropylamine in 100 ml of dehydrated tetrahydrofuran was cooled to −70° C., added with 28 mL of 1.56 M n-butyllithium in hexane, and stirred at 0° C. for 15 minutes. After cooling to −70° C., 3.4 mL of 3-fluoropyridine was added dropwise, stirred at the same temperature for 4 hours, and then added dropwise with 4.8 mL of 3-fluorobenzaldehyde. After stirring for 1 hour, aqueous ammonium chloride and ethyl acetate were successively added, and ...